From a dataset of the Open Reaction Database (ORD), a public repository of structured organic reaction records. describe an organic reaction: reactants, conditions, products, and yield The reactants are BrC=1C=NC(=NC1)NC1=CC=C(C=C1)C(C(=O)O)CO (2-(4-(5-bromopyrimidin-2-ylamino)phenyl)-3-hydroxypropanoic acid), FC(OC1=CC=C(C=C1)B1OC(C(O1)(C)C)(C)C)F (2-(4-(difluoromethoxy)phenyl)-4,4,5,5-tetramethyl-1,3,2-dioxaborolane), C(=O)([O-])[O-].[Na+].[Na+] (Na2CO3), aq. solution. Reagents/catalysts: C=1C=CC(=CC1)[P](C=2C=CC=CC2)(C=3C=CC=CC3)[Pd]([P](C=4C=CC=CC4)(C=5C=CC=CC5)C=6C=CC=CC6)([P](C=7C=CC=CC7)(C=8C=CC=CC8)C=9C=CC=CC9)[P](C=1C=CC=CC1)(C=1C=CC=CC1)C=1C=CC=CC1 (Pd(PPh3)4). Run in O1CCOCC1 (1,4-dioxane). Conditions: temperature 150 celsius. Product: FC(OC1=CC=C(C=C1)C=1C=NC(=NC1)NC1=CC=C(C=C1)C(C(=O)O)CO)F (2-(4-(5-(4-(difluoromethoxy)phenyl)pyrimidin-2-ylamino)phenyl)-3-hydroxypropanoic acid). Reaction SMILES: Br[C:2]1[CH:3]=[N:4][C:5]([NH:8][C:9]2[CH:14]=[CH:13][C:12]([CH:15]([CH2:19][OH:20])[C:16]([OH:18])=[O:17])=[CH:11][CH:10]=2)=[N:6][CH:7]=1.[F:21][CH:22]([F:39])[O:23][C:24]1[CH:29]=[CH:28][C:27](B2OC(C)(C)C(C)(C)O2)=[CH:26][CH:25]=1.C([O-])([O-])=O.[Na+].[Na+]>O1CCOCC1.C1C=CC([P]([Pd]([P](C2C=CC=CC=2)(C2C=CC=CC=2)C2C=CC=CC=2)([P](C2C=CC=CC=2)(C2C=CC=CC=2)C2C=CC=CC=2)[P](C2C=CC=CC=2)(C2C=CC=CC=2)C2C=CC=CC=2)(C2C=CC=CC=2)C2C=CC=CC=2)=CC=1>[F:21][CH:22]([F:39])[O:23][C:24]1[CH:29]=[CH:28][C:27]([C:2]2[CH:3]=[N:4][C:5]([NH:8][C:9]3[CH:14]=[CH:13][C:12]([CH:15]([CH2:19][OH:20])[C:16]([OH:18])=[O:17])=[CH:11][CH:10]=3)=[N:6][CH:7]=2)=[CH:26][CH:25]=1 |f:2.3.4,^1:55,57,76,95|. Reported procedure: To a solution of 2-(4-(5-bromopyrimidin-2-ylamino)phenyl)-3-hydroxypropanoic acid 25 (0.5 mmol) in 1,4-dioxane (2 mL) is added 2-(4-(difluoromethoxy)phenyl)-4,4,5,5-tetramethyl-1,3,2-dioxaborolane 7 (0.5 mmol), Na2CO3 (1.5 mmol of a 3.0 M aq. solution) and Pd(PPh3)4 (0.025 mmol). The reaction is evacuated and backfilled with nitrogen twice then heated at 150° C. for 10 min. The reaction mixture is diluted with water (10 mL). The aqueous layer is washed with DCM (2×50 mL) and acidified to pH 5 us...